Dataset: the Open Reaction Database (ORD), a public repository of structured organic reaction records. Task: describe an organic reaction: reactants, conditions, products, and yield The reactants are 2d, 2d, C(=C)C1=CC=C2C(C=C(NC2=C1)C(=O)OCC)=O (ethyl 7-ethenyl-4-oxo-1,4-dihydroquinoline-2-carboxylate), [OH-].[Na+] (sodium hydroxide). Solvent: O (H2O). Yields the product C(=C)C1=CC=C2C(C=C(NC2=C1)C(=O)O)=O (7-ethenyl-4-oxo-1,4-dihydroquinoline-2-carboxylic acid). Isolated yield 76.3%. As a reaction SMILES: [CH:1]([C:3]1[CH:12]=[C:11]2[C:6]([C:7](=[O:18])[CH:8]=[C:9]([C:13]([O:15]CC)=[O:14])[NH:10]2)=[CH:5][CH:4]=1)=[CH2:2].[OH-].[Na+]>O>[CH:1]([C:3]1[CH:12]=[C:11]2[C:6]([C:7](=[O:18])[CH:8]=[C:9]([C:13]([OH:15])=[O:14])[NH:10]2)=[CH:5][CH:4]=1)=[CH2:2] |f:1.2|. Reported procedure: Treatment of ethyl 7-ethenyl-4-oxo-1,4-dihydroquinoline-2-carboxylate (0.2 g) with sodium hydroxide (0.131 g), as described in Example 1c, gave 7-ethenyl-4-oxo-1,4-dihydroquinoline-2-carboxylic acid (0.135 g), mp 281° C. (decomp.), δ (360 MHz, DMSO-d6), 5.47 and 6.00 (2H, 2d, =CH2), 6.61 (1H, s, 3-H), 6.84 (1H, 2d, CH=), 7.54 (1H, dd, 6-H), 7.94 (1H, d, 8-H), 8.05 (1H, d, 5-H) and 11.90 (1H, bs, NH), (Found: C, 63.76; H, 4.48; N, 6.12%, C12H9NO3. 0.6 H2O requires C, 63.77; H, 4.55; N, 6.20%). Starting materials: O=C([O-])[O-], CNC(=O)c1c(C)n(C)c2cc(O)ccc12, Clc1ccnc2cc(-c3ccccn3)sc12, [Cs+], [Cs+]. The product is CNC(=O)c1c(C)n(C)c2cc(Oc3ccnc4cc(-c5ccccn5)sc34)ccc12. RXN SMILES: [C:33](=[O:34])([O-:35])[O-:36].[CH3:17][NH:18][C:19](=[O:20])[c:21]1[c:22]([CH3:32])[n:23]([CH3:31])[c:24]2[cH:25][c:26]([OH:30])[cH:27][cH:28][c:29]12.[Cl:1][c:2]1[c:3]2[c:4]([n:5][cH:6][cH:7]1)[cH:8][c:9](-[c:11]1[n:12][cH:13][cH:14][cH:15][cH:16]1)[s:10]2.[Cs+:37].[Cs+:38]>>[c:2]1([O:30][c:26]2[cH:25][c:24]3[n:23]([CH3:31])[c:22]([CH3:32])[c:21]([C:19]([NH:18][CH3:17])=[O:20])[c:29]3[cH:28][cH:27]2)[c:3]2[c:4]([n:5][cH:6][cH:7]1)[cH:8][c:9](-[c:11]1[n:12][cH:13][cH:14][cH:15][cH:16]1)[s:10]2. Reactants: CC(=O)C=1C=CC(=CC1O)OC (Paeonol), NCC(=O)[O-].NCC(=O)[O-].[Zn+2] (Zinc Bis-Glycinate). Run in O (Water). Yields the product [Zn].OC1=C(C=CC(=C1)O)CC=NCC(=O)O (N-[(2,4-Dihydroxyphenyl)ethylidene]Glycine Zinc). Reaction SMILES: [CH3:1][C:2]([C:4]1[CH:5]=[CH:6][C:7]([O:11]C)=[CH:8][C:9]=1[OH:10])=O.[NH2:13][CH2:14][C:15]([O-:17])=[O:16].NCC([O-])=O.[Zn+2:23]>O>[Zn:23].[OH:10][C:9]1[CH:8]=[C:7]([OH:11])[CH:6]=[CH:5][C:4]=1[CH2:2][CH:1]=[N:13][CH2:14][C:15]([OH:17])=[O:16] |f:1.2.3,5.6|. Procedure: Ingredients. (1) Water 51.4 (2) 2,4-Dihydroxyacetophenone 1.5 (3) Zinc Bis-Glycinate Reactants: CS(=O)(=O)Cl, CN(C)c1ccncc1, Cc1c(CO)sc2c(=O)c(C(=O)NCc3ccc(F)cc3)cn(C)c12, CN(C)C=O, O, Cc1cc(C)nc(C)c1. The product is Cc1c(CCl)sc2c(=O)c(C(=O)NCc3ccc(F)cc3)cn(C)c12. RXN SMILES: [CH3:35][S:36]([Cl:37])(=[O:38])=[O:39].[CH3:46][N:47]([CH3:48])[c:49]1[cH:50][cH:51][n:52][cH:53][cH:54]1.[F:1][c:2]1[cH:3][cH:4][c:5]([CH2:6][NH:7][C:8](=[O:9])[c:10]2[c:11](=[O:23])[c:12]3[c:13]([n:14]([CH3:16])[cH:15]2)[c:17]([CH3:22])[c:18]([CH2:20][OH:21])[s:19]3)[cH:24][cH:25]1.[O:41]=[CH:42][N:43]([CH3:44])[CH3:45].[OH2:40].[n:26]1[c:27]([CH3:28])[cH:29][c:30]([CH3:31])[cH:32][c:33]1[CH3:34]>>[F:1][c:2]1[cH:3][cH:4][c:5]([CH2:6][NH:7][C:8](=[O:9])[c:10]2[c:11](=[O:23])[c:12]3[c:13]([n:14]([CH3:16])[cH:15]2)[c:17]([CH3:22])[c:18]([CH2:20][Cl:37])[s:19]3)[cH:24][cH:25]1. Reactants: CCOc1nc(Br)c(Cl)n1COCC[Si](C)(C)C, [Li]CCCC, C1CCOC1, CN(C)CCN(C)C, [NH4+], CN(C)C=O, [OH-]. Yields the product CCOc1nc(C=O)c(Cl)n1COCC[Si](C)(C)C. As a reaction SMILES: [Br:6][c:7]1[n:8][c:9]([O:21][CH2:22][CH3:23])[n:10]([CH2:13][O:14][CH2:15][CH2:16][Si:17]([CH3:18])([CH3:19])[CH3:20])[c:11]1[Cl:12].[CH2:1]([Li:2])[CH2:3][CH2:4][CH3:5].[CH2:39]1[O:40][CH2:41][CH2:42][CH2:43]1.[CH3:24][N:25]([CH3:26])[CH2:27][CH2:28][N:29]([CH3:30])[CH3:31].[NH4+:38].[O:32]=[CH:33][N:34]([CH3:35])[CH3:36].[OH-:37]>>[c:7]1([CH:33]=[O:32])[n:8][c:9]([O:21][CH2:22][CH3:23])[n:10]([CH2:13][O:14][CH2:15][CH2:16][Si:17]([CH3:18])([CH3:19])[CH3:20])[c:11]1[Cl:12]. Starting materials: CC1(OC(C(O1)=O)C(CCCC)C(=O)N1[C@@H](CCC1)C(=O)N)C (1-(2,2-dimethyl-4-oxo-1,3-dioxolan-5-yl)-1-(2-(S)-aminocarbonylpyrrolidin-1-ylcarbonyl)pentane), NO (hydroxylamine). The solvent is O1CCOCC1 (dioxane). Yields the product ONC([C@H]([C@H](C(=O)N1[C@@H](CCC1)C(=O)N)CCCC)O)=O (N-hydroxy-3-(R)-n-butyl-3-[2-(S)-aminocarbonylpyrrolidin-1-ylcarbonyl)-2-(S)-hydroxypropionamide). RXN SMILES: CC1(C)[O:6][C:5](=O)[CH:4]([CH:8]([C:13]([N:15]2[CH2:19][CH2:18][CH2:17][C@H:16]2[C:20]([NH2:22])=[O:21])=[O:14])[CH2:9][CH2:10][CH2:11][CH3:12])[O:3]1.[NH2:24][OH:25]>O1CCOCC1>[OH:25][NH:24][C:5](=[O:6])[C@@H:4]([OH:3])[C@@H:8]([CH2:9][CH2:10][CH2:11][CH3:12])[C:13]([N:15]1[CH2:19][CH2:18][CH2:17][C@H:16]1[C:20]([NH2:22])=[O:21])=[O:14]. Procedure: To 1-(2,2-dimethyl-4-oxo-1,3-dioxolan-5-yl)-1-(2-(S)-aminocarbonylpyrrolidin-1-ylcarbonyl)pentane C-3 in dioxane was treated with 50% aqueous hydroxylamine for 4 h. The reaction mixture was then purified by preparative reverse-phase (C18) HPLC to afford N-hydroxy-3-(R)-n-butyl-3-[2-(S)-aminocarbonylpyrrolidin-1-ylcarbonyl)-2-(S)-hydroxypropionamide C-4. The reactants are BrC1=NC=CC=C1 (2-bromopyridine), C(=O)([O-])[O-].[K+].[K+] (K2CO3), CN(C)C=O (DMF), Cl.Cl.NCCN1C(N(C2=C1C=CC=C2)C2CCN(CC2)C2(CCCCCC2)C2=CC=CC=C2)=O (1-(2-aminoethyl)-3-[1-(1-phenylcycloheptyl)-4-piperidinyl]-1,3-dihydro-2H-benzimidazol-2-one dihydrochloride). Run in C(Cl)Cl (CH2Cl2). The product is C1(=CC=CC=C1)C1(CCCCCC1)N1CCC(CC1)N1C(N(C2=C1C=CC=C2)CCNC2=NC=CC=N2)=O (1-[1-(1-Phenylcycloheptyl)-4-piperidinyl]-3-[2-(2-pyrimidinylamino)ethyl]-1,3-dihydro-2H-benzimidazol-2-one). The yield is 8.6%. As a reaction SMILES: Cl.Cl.[NH2:3][CH2:4][CH2:5][N:6]1[C:10]2[CH:11]=[CH:12][CH:13]=[CH:14][C:9]=2[N:8]([CH:15]2[CH2:20][CH2:19][N:18]([C:21]3([C:28]4[CH:33]=[CH:32][CH:31]=[CH:30][CH:29]=4)[CH2:27][CH2:26][CH2:25][CH2:24][CH2:23][CH2:22]3)[CH2:17][CH2:16]2)[C:7]1=[O:34].Br[C:36]1[CH:41]=[CH:40]C=[CH:38][N:37]=1.C([O-])([O-])=O.[K+].[K+].C[N:49](C=O)C>C(Cl)Cl>[C:28]1([C:21]2([N:18]3[CH2:19][CH2:20][CH:15]([N:8]4[C:9]5[CH:14]=[CH:13][CH:12]=[CH:11][C:10]=5[N:6]([CH2:5][CH2:4][NH:3][C:38]5[N:37]=[CH:36][CH:41]=[CH:40][N:49]=5)[C:7]4=[O:34])[CH2:16][CH2:17]3)[CH2:27][CH2:26][CH2:25][CH2:24][CH2:23][CH2:22]2)[CH:29]=[CH:30][CH:31]=[CH:32][CH:33]=1 |f:0.1.2,4.5.6|. Reported procedure: A mixture of 1-(2-aminoethyl)-3-[1-(1-phenylcycloheptyl)-4-piperidinyl]-1,3-dihydro-2H-benzimidazol-2-one dihydrochloride (37.81 mg, 0.0751 mmol, this was prepared according to the procedure of Preparation 18 and Example 64). 2-bromopyridine (14 mg, 0.0901 mol), K2CO3 (36 mg, 0.263 mmol), and DMF (1 ml) was stirred at 60° C. for 4 h. The mixture was diluted with CH2Cl2, washed with water, dried (Na2SO4), filtered, and concentrated. The residue was purified by preparative TLC (acetone/hexane:2/3)...